This data is from the Open Reaction Database (ORD), a public repository of structured organic reaction records. The task is: describe an organic reaction: reactants, conditions, products, and yield The reactants are O=C(Cl)c1ccc(Cl)cc1, CS(=O)(=O)C1Cc2cc(Cl)ccc2C1O. Product: CS(=O)(=O)C1Cc2cc(Cl)ccc2C1OC(=O)c1ccc(Cl)cc1. As a reaction SMILES: [Cl:16][C:17](=[O:18])[c:19]1[cH:20][cH:21][c:22]([Cl:23])[cH:24][cH:25]1.[Cl:1][c:2]1[cH:3][c:4]2[c:8]([cH:9][cH:10]1)[CH:7]([OH:11])[CH:6]([S:12](=[O:13])(=[O:14])[CH3:15])[CH2:5]2>>[Cl:1][c:2]1[cH:3][c:4]2[c:8]([cH:9][cH:10]1)[CH:7]([O:11][C:17](=[O:18])[c:19]1[cH:20][cH:21][c:22]([Cl:23])[cH:24][cH:25]1)[CH:6]([S:12](=[O:13])(=[O:14])[CH3:15])[CH2:5]2.